The task is: describe an organic reaction: reactants, conditions, products, and yield. This data is from the Open Reaction Database (ORD), a public repository of structured organic reaction records. Reactants: BrCC#N (bromoacetonitrile), C([O-])([O-])=O.[K+].[K+] (potassium carbonate), C(C)(C)(C)OC(NC(CC1=CNC2=C(C=CC=C12)OCC1=CC=CC=C1)C)=O ({1-methyl-2-[7-(benzyloxy)-1H-indol-3-yl]ethyl}-carbamic acid tert-butyl ester). The solvent is C(C)C(=O)C (methyl ethyl ketone). Reaction conditions: temperature 80 celsius. The product is C(C)(C)(C)OC(NC(CC1=CNC2=C(C=CC=C12)OCC#N)C)=O (racemic {1-methyl-2-[7-cyanomethoxy-1H-indol-3-yl]ethyl}-carbamic acid tert-butyl ester). Yield: 70.2%. RXN SMILES: [C:1]([O:5][C:6](=[O:28])[NH:7][CH:8]([CH3:27])[CH2:9][C:10]1[C:18]2[C:13](=[C:14]([O:19][CH2:20][C:21]3C=CC=CC=3)[CH:15]=[CH:16][CH:17]=2)[NH:12][CH:11]=1)([CH3:4])([CH3:3])[CH3:2].BrCC#[N:32].C(=O)([O-])[O-].[K+].[K+]>C(C(C)=O)C>[C:1]([O:5][C:6](=[O:28])[NH:7][CH:8]([CH3:27])[CH2:9][C:10]1[C:18]2[C:13](=[C:14]([O:19][CH2:20][C:21]#[N:32])[CH:15]=[CH:16][CH:17]=2)[NH:12][CH:11]=1)([CH3:4])([CH3:3])[CH3:2] |f:2.3.4|. Procedure details: The crude {1-methyl-2-[7-hydroxy-1H-indol-3-yl]ethyl}-carbamic acid tert-butyl ester from above (29.2 g, 102 mmol theory) is dissolved in methyl ethyl ketone (300 mL) and bromoacetonitrile (20.4 mL, 306 mmol) and potassium carbonate (33.8 g, 250 mmol) is added. The mixture is heated at 80° C. for 2 hours. The solids are removed by filtration, the cake is washed with methyl ethyl ketone, and the combined filtrates are concentrated by rotary evaporation. The crude product is purified by flash chro... Starting materials: CN1CCC(c2nn(C(=O)c3ccccc3)c3cc(F)ccc23)CC1, O=C(Cl)Oc1ccccc1, ClCCl. Product: O=C(Oc1ccccc1)N1CCC(c2nn(C(=O)c3ccccc3)c3cc(F)ccc23)CC1. As a reaction SMILES: [C:1]([c:2]1[cH:3][cH:4][cH:5][cH:6][cH:7]1)(=[O:8])[n:9]1[n:10][c:11]([CH:19]2[CH2:20][CH2:21][N:22]([CH3:25])[CH2:23][CH2:24]2)[c:12]2[cH:13][cH:14][c:15]([F:18])[cH:16][c:17]12.[Cl:26][C:27](=[O:28])[O:29][c:30]1[cH:31][cH:32][cH:33][cH:34][cH:35]1.[Cl:36][CH2:37][Cl:38]>>[C:1]([c:2]1[cH:3][cH:4][cH:5][cH:6][cH:7]1)(=[O:8])[n:9]1[n:10][c:11]([CH:19]2[CH2:20][CH2:21][N:22]([C:27](=[O:28])[O:29][c:30]3[cH:31][cH:32][cH:33][cH:34][cH:35]3)[CH2:23][CH2:24]2)[c:12]2[cH:13][cH:14][c:15]([F:18])[cH:16][c:17]12. The reactants are C=C(CC=C(c1ccccc1)c1ccccc1)C1CCC2C3CCC4CC(OC(C)=O)CCC4(C)C3CC(OC(C)=O)C12C, ClC(Cl)(Cl)Cl, ClCCl, CC#N, [O-][I+3]([O-])([O-])[O-], [Na+], O, O, Cl[Ru](Cl)Cl. Reaction SMILES: [C:1]([CH3:2])(=[O:3])[O:4][CH:5]1[CH2:6][CH:7]2[CH2:8][CH2:9][CH:10]3[CH:11]4[CH2:12][CH2:13][CH:14]([C:28]([CH2:29][CH:30]=[C:31]([c:32]5[cH:33][cH:34][cH:35][cH:36][cH:37]5)[c:38]5[cH:39][cH:40][cH:41][cH:42][cH:43]5)=[CH2:44])[C:15]4([CH3:16])[CH:17]([O:24][C:25]([CH3:26])=[O:27])[CH2:18][CH:19]3[C:20]2([CH3:23])[CH2:21][CH2:22]1.[C:51]([Cl:52])([Cl:53])([Cl:54])[Cl:55].[CH2:60]([Cl:61])[Cl:62].[CH3:56][C:57]#[N:58].[I+3:45]([O-:46])([O-:47])([O-:48])[O-:49].[Na+:50].[OH2:59].[OH2:63].[Ru:64]([Cl:65])([Cl:66])[Cl:67]>>[C:1]([CH3:2])(=[O:3])[O:4][CH:5]1[CH2:6][CH:7]2[CH2:8][CH2:9][CH:10]3[CH:11]4[CH2:12][CH2:13][CH:14]([C:28]([CH3:44])=[O:46])[C:15]4([CH3:16])[CH:17]([O:24][C:25]([CH3:26])=[O:27])[CH2:18][CH:19]3[C:20]2([CH3:23])[CH2:21][CH2:22]1. Product: CC(=O)OC1CCC2(C)C(CCC3C2CC(OC(C)=O)C2(C)C(C(C)=O)CCC32)C1. Starting materials: CC(C(=O)Cl)(C)C (trimethylacetyl chloride), ClC1=C(C=CC=C1)CNO (N-(2-chlorophenylmethyl)hydroxylamine), N1=CC=CC=C1 (pyridine). Solvent: C(Cl)Cl (methylene chloride). Product: ClC1=C(C=CC=C1)CN(C(C(C)(C)C)=O)O (N-(2-chlorophenyl)methyl-N-hydroxy-2,2-dimethylpropanamide). Isolated yield 29.0%. As a reaction SMILES: [CH3:1][C:2]([CH3:7])([CH3:6])[C:3](Cl)=[O:4].[Cl:8][C:9]1[CH:14]=[CH:13][CH:12]=[CH:11][C:10]=1[CH2:15][NH:16][OH:17].N1C=CC=CC=1>C(Cl)Cl>[Cl:8][C:9]1[CH:14]=[CH:13][CH:12]=[CH:11][C:10]=1[CH2:15][N:16]([OH:17])[C:3](=[O:4])[C:2]([CH3:7])([CH3:6])[CH3:1]. Procedure details: This compound was prepared in the manner of Example 1, Step C, using 6.0 grams (0.05 mole) of trimethylacetyl chloride, 9.5 grams (0.06 mole) of N-(2-chlorophenylmethyl)hydroxylamine (prepared in Example I, Step A), and 14.2 grams (0.18 mole) of pyridine in 60 ml of methylene chloride. The crude product was recrystallized from hexane to give 3.5 grams of N-(2-chlorophenyl)methyl-N-hydroxy-2,2-dimethylpropanamide; mp 100°-102°. Starting materials: [Si](C)(C)(C(C)(C)C)OC(C)C1C(NC1SC1=CC=C(C=C1)OC)=O (rac -(αS*,3S*,4R*)-3-[1-(t-butyldimethylsilyloxy)ethyl]-4-[(p-methoxyphenyl)thio]-2-azetidinone). Run in O1CCCC1.CO (tetrahydrofuran methanol). Run at time 4 hour. The product is OC(C)C1C(NC1SC1=CC=C(C=C1)OC)=O (rac-(αS*,3S*,4R*) -3-(1-hydroxyethyl)-4-[(p-methoxyphenyl)thio]-2-azetidinone). Reaction SMILES: [Si]([O:8][CH:9]([CH:11]1[CH:14]([S:15][C:16]2[CH:21]=[CH:20][C:19]([O:22][CH3:23])=[CH:18][CH:17]=2)[NH:13][C:12]1=[O:24])[CH3:10])(C(C)(C)C)(C)C>O1CCCC1.CO>[OH:8][CH:9]([CH:11]1[CH:14]([S:15][C:16]2[CH:21]=[CH:20][C:19]([O:22][CH3:23])=[CH:18][CH:17]=2)[NH:13][C:12]1=[O:24])[CH3:10] |f:1.2|. Procedure details: 600 mg (1.68 mmol) of rac -(αS*,3S*,4R*)-3-[1-(t-butyldimethylsilyloxy)ethyl]-4-[(p-methoxyphenyl)thio]-2-azetidinone are dissolved in 35 ml of tetrahydrofuran/methanol/12 percent hydrochloric acid (4:2:1), whereupon the solution is stirred at room temperature for 4 hours and worked-up as described in Example 2. There is obtained rac-(αS*,3S*,4R*) -3-(1-hydroxyethyl)-4-[(p-methoxyphenyl)thio]-2-azetidinone as a colourless oil; IR: 1765 cm-1. Reactants: COC(=O)C(N)Cc1c[nH]c2ccc(O)cc12, Cl, [NH4+], [OH-]. The product is NC(=O)C(N)Cc1c[nH]c2ccc(O)cc12. As a reaction SMILES: [CH3:2][O:3][C:4]([CH:5]([NH2:6])[CH2:7][c:8]1[cH:9][nH:10][c:11]2[cH:12][cH:13][c:14]([OH:17])[cH:15][c:16]12)=[O:18].[ClH:1].[NH4+:19].[OH-:20]>>[C:4]([CH:5]([NH2:6])[CH2:7][c:8]1[cH:9][nH:10][c:11]2[cH:12][cH:13][c:14]([OH:17])[cH:15][c:16]12)(=[O:18])[NH2:19]. The reactants are Cl (HCl), [OH-].[Na+] (NaOH), C(#N)C1=C(C=CC=C1)C1=CC=C(C=C1)CN1C(=NC2=C1C(=CC=C2)C(=O)OC)COC (methyl 1-[(2'-cyanobiphenyl-4-yl)methyl]-2-methoxymethylbenzimidazole-7-carboxylate), C[Sn](C)(C)N=[N+]=[N-] (trimethyltin azide). Run in C(Cl)Cl.O (CH2Cl2 H2O), C1(=CC=CC=C1)C (toluene), CO (methanol). Conditions: time 3 hour. The product is COCC1=NC2=C(N1CC1=CC=C(C=C1)C1=C(C=CC=C1)C1=NN=NN1)C(=CC=C2)C(=O)OC (Methyl 2-methoxymethyl-1-[[2'-(1H-tetrazol-5-yl)biphenyl-4-yl]methyl]benzimidazole-7-carboxylate). Isolated yield 67.9%. RXN SMILES: [C:1]([C:3]1[CH:8]=[CH:7][CH:6]=[CH:5][C:4]=1[C:9]1[CH:14]=[CH:13][C:12]([CH2:15][N:16]2[C:20]3[C:21]([C:25]([O:27][CH3:28])=[O:26])=[CH:22][CH:23]=[CH:24][C:19]=3[N:18]=[C:17]2[CH2:29][O:30][CH3:31])=[CH:11][CH:10]=1)#[N:2].C[Sn]([N:36]=[N+:37]=[N-:38])(C)C.Cl.[OH-].[Na+]>C1(C)C=CC=CC=1.CO.C(Cl)Cl.O>[CH3:31][O:30][CH2:29][C:17]1[N:16]([CH2:15][C:12]2[CH:13]=[CH:14][C:9]([C:4]3[CH:5]=[CH:6][CH:7]=[CH:8][C:3]=3[C:1]3[NH:38][N:37]=[N:36][N:2]=3)=[CH:10][CH:11]=2)[C:20]2[C:21]([C:25]([O:27][CH3:28])=[O:26])=[CH:22][CH:23]=[CH:24][C:19]=2[N:18]=1 |f:3.4,7.8|. Reported procedure: A mixture of methyl 1-[(2'-cyanobiphenyl-4-yl)methyl]-2-methoxymethylbenzimidazole-7-carboxylate (0.4 g) and trimethyltin azide (1.0 g) in toluene (10 ml) was refluxed for 49 hours. The reaction solution was concentrated to dryness to give a residue and the residue was dissolved in methanol (6 ml) and 1N-HCl (6 ml). The solution was allowed to stir for 3 hours and concentrated to dryness to give a residue. The residue was dissolved in CH2Cl2 -H2O and the mixture was made neutral with 1N-NaOH. Th... Starting materials: COC(=O)c1ccc(C=NO)cc1, O=C1CCC(=O)N1Cl, CN(C)C=O. Yields the product COC(=O)c1ccc(C(Cl)=NO)cc1. As a reaction SMILES: [CH3:1][O:2][C:3]([c:4]1[cH:5][cH:6][c:7]([CH:10]=[N:11][OH:12])[cH:8][cH:9]1)=[O:13].[Cl:14][N:15]1[C:16](=[O:17])[CH2:18][CH2:19][C:20]1=[O:21].[O:22]=[CH:23][N:24]([CH3:25])[CH3:26]>>[CH3:1][O:2][C:3]([c:4]1[cH:5][cH:6][c:7]([C:10](=[N:11][OH:12])[Cl:14])[cH:8][cH:9]1)=[O:13]. Starting materials: C1CCOC1, N#N, CC(C)C(C)(N)C(N)=O, O=C1OC(=O)c2nc3sccc3cc21. Yields the product CC(C)C(C)(NC(=O)c1nc2sccc2cc1C(=O)O)C(N)=O. RXN SMILES: [CH2:26]1[O:27][CH2:28][CH2:29][CH2:30]1.[N:24]#[N:25].[NH2:1][C:2]([C:3](=[O:4])[NH2:5])([CH:6]([CH3:7])[CH3:8])[CH3:9].[s:10]1[cH:11][cH:12][c:13]2[c:14]1[n:15][c:16]1[c:17]([cH:18]2)[C:19](=[O:20])[O:21][C:22]1=[O:23]>>[NH:1]([C:2]([C:3](=[O:4])[NH2:5])([CH:6]([CH3:7])[CH3:8])[CH3:9])[C:22]([c:16]1[n:15][c:14]2[s:10][cH:11][cH:12][c:13]2[cH:18][c:17]1[C:19](=[O:20])[OH:21])=[O:23]. Reactants: N(=O)[O-].[Na+] (sodium nitrite), NC1=C(C=CC=C1)N1C(C2=CC=CC=C2C1=O)=O (2-(2-aminophenyl)isoindole-1,3-dione), [N-]=[N+]=[N-].[Na+] (sodium azide). The solvent is O (water), O (water), C(C)(=O)O (acetic acid), O (water). Run at time 10 minute. The product is N(=[N+]=[N-])C1=C(C=CC=C1)N1C(C2=CC=CC=C2C1=O)=O (2-(2-azidophenyl)isoindole-1,3-dione). The yield is 94.1%. As a reaction SMILES: [NH2:1][C:2]1[CH:7]=[CH:6][CH:5]=[CH:4][C:3]=1[N:8]1[C:16](=[O:17])[C:15]2[C:10](=[CH:11][CH:12]=[CH:13][CH:14]=2)[C:9]1=[O:18].N([O-])=O.[Na+].[N-:23]=[N+:24]=[N-].[Na+]>C(O)(=O)C.O>[N:1]([C:2]1[CH:7]=[CH:6][CH:5]=[CH:4][C:3]=1[N:8]1[C:9](=[O:18])[C:10]2[C:15](=[CH:14][CH:13]=[CH:12][CH:11]=2)[C:16]1=[O:17])=[N+:23]=[N-:24] |f:1.2,3.4|. Procedure: To a suspension of the 2-(2-aminophenyl)isoindole-1,3-dione (360 mg, 1.5 mmol) in acetic acid (20 mL) and water (4 mL) was added dropwise a solution of sodium nitrite (98 mg, 1.42 mmol) in water (2 mL). The mixture was allowed to stir for 10 minutes and then sodium azide (98 mg, 1.51 mmol) was added. The reaction mixture was stirred for 15 minutes before it was poured into water and was extracted with dichloromethane (3×50 mL). The extracts were washed with water and brine and dried over magnesi...